Dataset: the Open Reaction Database (ORD), a public repository of structured organic reaction records. Task: describe an organic reaction: reactants, conditions, products, and yield The reactants are C(N)(=S)C=1C=C(C(=O)OC)C=CC1 (methyl 3-thiocarbamoylbenzoate), COC1=CC=C(C(CBr)=O)C=C1 (4-methoxyphenacyl bromide). Product: COC1=CC=C(C=C1)C=1N=C(SC1)C=1C=C(C(=O)OC)C=CC1 (methyl 3-[4-(4-methoxyphenyl)-2-thiazolyl]benzoate). The yield is 74.0%. Reaction SMILES: [C:1]([C:4]1[CH:5]=[C:6]([CH:11]=[CH:12][CH:13]=1)[C:7]([O:9][CH3:10])=[O:8])(=[S:3])[NH2:2].[CH3:14][O:15][C:16]1[CH:25]=[CH:24][C:19]([C:20](=O)[CH2:21]Br)=[CH:18][CH:17]=1>>[CH3:14][O:15][C:16]1[CH:25]=[CH:24][C:19]([C:20]2[N:2]=[C:1]([C:4]3[CH:5]=[C:6]([CH:11]=[CH:12][CH:13]=3)[C:7]([O:9][CH3:10])=[O:8])[S:3][CH:21]=2)=[CH:18][CH:17]=1. Reported procedure: In the same manner as in Example 28, methyl 3-thiocarbamoylbenzoate was reacted with 4-methoxyphenacyl bromide to obtain methyl 3-[4-(4-methoxyphenyl)-2-thiazolyl]benzoate. The product was recrystallized from ethanol. Yield: 74%. Pale yellow prisms. Melting point: 108 to 109° C. Reactants: C(C)(C)(C)OC(=O)OC(=O)OC(C)(C)C (di-tert-butyldicarbonate), CN(C)C1=NC=CC=C1 (dimethylaminopyridine), solution, CC(C)([O-])C.[K+] (potassium tert-butoxide), ClC=1C=CC(=C(C[C@@H]2C(NCC(N(C2)CC2=C(C=C(C=C2OC)OC)OC)=O)=O)C1)OC ((6S)-6-(5-chloro-2-methoxybenzyl)-1-(2,4,6-trimethoxybenzyl)-1,4-diazepan-2,5-dione), N[C@H](CC)C1=CC(=C(C(=O)OC(C)(C)C)C=C1)[N+](=O)[O-] (tert-butyl 4-((1R)-1-aminopropyl)-2-nitrobenzoate). The solvent is C(C)#N (acetonitrile), O1CCCC1 (tetrahydrofuran), C(C)#N (acetonitrile), C(C)(=O)O (acetic acid). Run at time 15 minute. The product is ClC=1C=CC(=C(C[C@H]2CN(C(CN(C2=O)C(=O)N[C@H](CC)C2=CC(=C(C(=O)OC(C)(C)C)C=C2)[N+](=O)[O-])=O)CC2=C(C=C(C=C2OC)OC)OC)C1)OC (tert-butyl 4-[(1R)-1-({[(6S)-6-(5-chloro-2-methoxybenzyl)-3,7-dioxo-4-(2,4,6-trimethoxybenzyl)-1,4-diazepan-1-yl]carbonyl} amino)propyl]-2-nitrobenzoate). The yield is 80.2%. Reaction SMILES: [C:1]([O:5]C(OC(OC(C)(C)C)=O)=O)(C)(C)C.CN(C1C=CC=CN=1)C.[NH2:25][C@@H:26]([C:29]1[CH:41]=[CH:40][C:32]([C:33]([O:35][C:36]([CH3:39])([CH3:38])[CH3:37])=[O:34])=[C:31]([N+:42]([O-:44])=[O:43])[CH:30]=1)[CH2:27][CH3:28].[Cl:45][C:46]1[CH:47]=[CH:48][C:49]([O:75][CH3:76])=[C:50]([CH:74]=1)[CH2:51][C@H:52]1[CH2:58][N:57]([CH2:59][C:60]2[C:65]([O:66][CH3:67])=[CH:64][C:63]([O:68][CH3:69])=[CH:62][C:61]=2[O:70][CH3:71])[C:56](=[O:72])[CH2:55][NH:54][C:53]1=[O:73].CC(C)([O-])C.[K+]>C(#N)C.C(O)(=O)C.O1CCCC1>[Cl:45][C:46]1[CH:47]=[CH:48][C:49]([O:75][CH3:76])=[C:50]([CH:74]=1)[CH2:51][C@@H:52]1[C:53](=[O:73])[N:54]([C:1]([NH:25][C@@H:26]([C:29]2[CH:41]=[CH:40][C:32]([C:33]([O:35][C:36]([CH3:38])([CH3:39])[CH3:37])=[O:34])=[C:31]([N+:42]([O-:44])=[O:43])[CH:30]=2)[CH2:27][CH3:28])=[O:5])[CH2:55][C:56](=[O:72])[N:57]([CH2:59][C:60]2[C:61]([O:70][CH3:71])=[CH:62][C:63]([O:68][CH3:69])=[CH:64][C:65]=2[O:66][CH3:67])[CH2:58]1 |f:4.5|. Procedure: To a solution of di-tert-butyldicarbonate (7.2 g) and dimethylaminopyridine (3.8 g) in acetonitrile (9 ml) cooled at −10° C., a solution of tert-butyl 4-((1R)-1-aminopropyl)-2-nitrobenzoate (8.8 g) in acetonitrile (1 ml) was added at −10° C., and the mixture was stirred for 15 minutes. Nitrogen gas was blown into the reaction solution over 30 minutes, then (6S)-6-(5-chloro-2-methoxybenzyl)-1-(2,4,6-trimethoxybenzyl)-1,4-diazepan-2,5-dione (11.7 g) was added to the mixture. Next, 1N solution of p...